This data is from the Open Reaction Database (ORD), a public repository of structured organic reaction records. The task is: describe an organic reaction: reactants, conditions, products, and yield Reactants: C1(C=2C(C(=O)O1)=CC=CC2)=O (Phthalic anhydride), NCCCCCO (5-aminopentanol), OCCCCCC1=C2C(C(=O)NC2=O)=CC=C1 (5-hydroxypentylphthalimide), P(Br)(Br)Br (phosphorous tribromide). Solvent: O (water), C1(=CC=CC=C1)C (toluene), C1(=CC=CC=C1)C (toluene). Run at temperature 120 celsius, time 3 hour. The product is BrCCCCCC1=C2C(C(=O)NC2=O)=CC=C1 (5-bromopentylphthalimide). RXN SMILES: C1(=O)OC(=O)C2=CC=CC=C12.NCCCCCO.O[CH2:20][CH2:21][CH2:22][CH2:23][CH2:24][C:25]1[CH:35]=[CH:34][CH:33]=[C:27]2[C:28]([NH:30][C:31](=[O:32])[C:26]=12)=[O:29].P(Br)(Br)[Br:37]>C1(C)C=CC=CC=1.O>[Br:37][CH2:20][CH2:21][CH2:22][CH2:23][CH2:24][C:25]1[CH:35]=[CH:34][CH:33]=[C:27]2[C:28]([NH:30][C:31](=[O:32])[C:26]=12)=[O:29]. Procedure details: Phthalic anhydride (43.0 g, 0.29 mole) and 5-aminopentanol (29.9 g, 0.29 mole) in 250 ml dry toluene (dried over 4A sieves) were heated to reflux in a 120° C. oil bath with stirring for three hours. The system was equipped with a Dean-Stark trap for the azeotropic removal of water (5.3 ml). Upon TLC confirmation of complete formation of the intermediate, 5-hydroxypentylphthalimide (Rf =0.66 (A)), phosphorous tribromide (18.2 ml, 0.19 mole) in 20 ml dry toluene was added dropwise to the hot react... Procedure: Materials: SDA was prepared by acid hydrolysis of the corresponding bioacetal supplied by the Department of Pharmaceutical Development at our Institute. [3H]-Thymidine was purchased from New England Nuclear, Boston, Mass. Concanavalin A, horse serum, RPMI-1640 and HEPES were from Gibco, Grand Island, N.Y. NAD and NADP were purchased from Boehringer, Mannheim. Acrolein and disulfiram were obtained from Aldrich Chemical Co., Milwaukee, Wis. Propionaldehyde and benzaldehyde were from Eastman Kodak ... Reactants: [C@@H]1(C[C@H](O)[C@@H](CO)O1)N1C(=O)NC(=O)C(C)=C1 ([3H]-Thymidine), C(=O)C=C (Acrolein), C1=CC(=C[N+](=C1)[C@H]2[C@@H]([C@@H]([C@H](O2)COP(=O)(O)OP(=O)(O)OC[C@@H]3[C@H]([C@H]([C@@H](O3)N4C=NC5=C4N=CN=C5N)OP(=O)(O)O)O)O)O)C(=O)N (NADP), C(C1=CC=CC=C1)=O (benzaldehyde), C(CC)=O (Propionaldehyde), C1CN(CCN1CCO)CCS(=O)(=O)O (HEPES), C=1N=C(C2=C(N1)N(C=N2)[C@H]3[C@@H]([C@@H]([C@H](O3)COP(=O)(O)OP(=O)(O)OC[C@@H]4[C@H]([C@H]([C@@H](O4)N5C=CCC(=C5)C(=O)N)O)O)O)O)N (NAD), CCN(CC)C(=S)SSC(=S)N(CC)CC (disulfiram). Product: C(C)C1=C(C(=C(C=O)C=C1)N)CC (Diethyl aminobenzaldehyde). RXN SMILES: [C@@H]1([N:9]2[CH:17]=[C:15]([CH3:16])[C:13](=[O:14])NC2=O)O[C@H](CO)[C@@H](O)C1.C1N(CCO)CCN(CCS(O)(=O)=O)C1.C1N=C(N)C2N=CN([C@@H]3O[C@H](COP(OP(OC[C@H]4O[C@@H](N5C=C(C(N)=O)CC=C5)[C@H](O)[C@@H]4O)(O)=O)(O)=O)[C@@H](O)[C@H]3O)C=2N=1.C1C=[N+]([C@@H]2O[C@H](COP(OP(OC[C@H]3O[C@@H](N4C5N=CN=C(N)C=5N=C4)[C@H](OP(O)(O)=O)[C@@H]3O)(O)=O)(O)=O)[C@@H](O)[C@H]2O)C=C(C(N)=O)C=1.C(C=C)=O.CCN(C(SSC(N(CC)CC)=S)=S)CC.C(=O)CC.[CH:149](=O)[C:150]1[CH:155]=[CH:154][CH:153]=[CH:152][CH:151]=1>>[CH2:155]([C:150]1[CH:149]=[CH:16][C:15]([CH:13]=[O:14])=[C:17]([NH2:9])[C:151]=1[CH2:152][CH3:153])[CH3:154]. The reactants are N[C@@H](CCCCNC(OC(C)(C)C)=O)C(=O)N([C@H](C(OCC)OCC)C)CC=1C2=C(SC1)C=CC=C2 (tert-butyl (S)-5-amino-6-((benzo[b]thiophen-3-ylmethyl)((S)-1,1-diethoxypropan-2-yl)amino)-6-oxohexylcarbamate), Compound II, C(C)NC(=O)NN(C)CC(=O)O (2-(2-(ethylcarbamoyl)-1-methylhydrazinyl)acetic acid), N[C@@H](CCCCNC(OC(C)(C)C)=O)C(=O)N([C@H](C(OCC)OCC)C)CC=1C2=C(SC1)C=CC=C2 (tert-butyl (S)-5-amino-6-((benzo[b]thiophen-3-ylmethyl)((S)-1,1-diethoxypropan-2-yl)amino)-6-oxohexylcarbamate). Product: S1C2=C(C(=C1)CN(C([C@H](CCCCNC(OC(C)(C)C)=O)NC(CN(NC(NCC)=O)C)=O)=O)[C@H](C(OCC)OCC)C)C=CC=C2 (tert-butyl (S)-6-((benzo[b]thiophen-3-ylmethyl)((S)-1,1-diethoxypropan-2-yl)amino)-5-(2-(2-(ethylcarbamoyl)-1-methylhydrazinyl)acetamido)-6-oxohexylcarbamate). RXN SMILES: [CH2:1]([NH:3][C:4]([NH:6][N:7]([CH2:9][C:10]([OH:12])=O)[CH3:8])=[O:5])[CH3:2].[NH2:13][C@H:14]([C:27]([N:29]([CH2:39][C:40]1[C:41]2[CH:48]=[CH:47][CH:46]=[CH:45][C:42]=2[S:43][CH:44]=1)[C@@H:30]([CH3:38])[CH:31]([O:35][CH2:36][CH3:37])[O:32][CH2:33][CH3:34])=[O:28])[CH2:15][CH2:16][CH2:17][CH2:18][NH:19][C:20](=[O:26])[O:21][C:22]([CH3:25])([CH3:24])[CH3:23]>>[S:43]1[CH:44]=[C:40]([CH2:39][N:29]([C@@H:30]([CH3:38])[CH:31]([O:32][CH2:33][CH3:34])[O:35][CH2:36][CH3:37])[C:27](=[O:28])[C@@H:14]([NH:13][C:10](=[O:12])[CH2:9][N:7]([CH3:8])[NH:6][C:4](=[O:5])[NH:3][CH2:1][CH3:2])[CH2:15][CH2:16][CH2:17][CH2:18][NH:19][C:20](=[O:26])[O:21][C:22]([CH3:24])([CH3:23])[CH3:25])[C:41]2[CH:48]=[CH:47][CH:46]=[CH:45][C:42]1=2. Procedure details: According to the procedure described in the synthesis method of Compound II-15, 2-(2-(ethylcarbamoyl)-1-methylhydrazinyl)acetic acid (Compound VI-9) 50 mg (0.29 mmol) was coupled with tert-butyl (S)-5-amino-6-((benzo[b]thiophen-3-ylmethyl)((S)-1,1-diethoxy-propan-2-yl)amino)-6-oxohexylcarbamate (Compound IV-15) 100 mg (0.19 mmol) to obtain the title compound. Starting materials: Cupric chloride, COC1=CC=C(N)C=C1 (4-Methoxyaniline), ClC1=C(C(=O)O)C=CC=C1 (2-chlorobenzoic acid), C([O-])([O-])=O.[Na+].[Na+] (sodium carbonate), C (charcoal). The solvent is O (water), C(CO)O (ethylene glycol), O (water). Conditions: temperature 125 celsius. The product is COC1=CC=C(C=C1)NC=1C(C(=O)O)=CC=CC1 (N-(4-methoxyphenyl)anthranilic acid). Yield: 49.3%. Reaction SMILES: [CH3:1][O:2][C:3]1[CH:9]=[CH:8][C:6]([NH2:7])=[CH:5][CH:4]=1.Cl[C:11]1[CH:19]=[CH:18][CH:17]=[CH:16][C:12]=1[C:13]([OH:15])=[O:14].C(=O)([O-])[O-].[Na+].[Na+].C>O.C(O)CO>[CH3:1][O:2][C:3]1[CH:9]=[CH:8][C:6]([NH:7][C:11]2[C:12](=[CH:16][CH:17]=[CH:18][CH:19]=2)[C:13]([OH:15])=[O:14])=[CH:5][CH:4]=1 |f:2.3.4|. Procedure: 4-Methoxyaniline (1.86 gm; 20 mmol), 2-chlorobenzoic acid (1.56 gm; 10 mmol), ethylene glycol (5 ml) and anhydrous sodium carbonate (1.1 gm; 10 mmol) were placed in a reaction vessel and stirred until effervescence ceased. Cupric chloride (100 mg; 0.75 mmol) dissolved in 2 ml of water was added to the reaction mixture which was then heated to 125° C. for 6 hours. The reaction was allowed to cool then water (30 ml) and charcoal were added. The mixture was filtered and acidified to pH 2 with conc....